Task: describe an organic reaction: reactants, conditions, products, and yield. Dataset: the Open Reaction Database (ORD), a public repository of structured organic reaction records Starting materials: resultant mixture, solid, [OH-].[Na+] (sodium hydroxide), [N+](=O)([O-])C1=CC=C(C=C1)O (paranitrophenol), BrCCCCCCCCCCCBr (1,11-dibromoundecane), O (water). Run in CS(=O)C (dimethylsulphoxide), CS(=O)C (dimethylsulphoxide). Conditions: time 2 hour. The product is [N+](=O)([O-])C1=CC=C(OCCCCCCCCCCCOC2=CC=C(C=C2)[N+](=O)[O-])C=C1 (1,11-bis(4-nitrophenoxy)undecane). Yield: 64.0%. RXN SMILES: [N+:1]([C:4]1[CH:9]=[CH:8][C:7]([OH:10])=[CH:6][CH:5]=1)([O-:3])=[O:2].[OH-:11].[Na+].Br[CH2:14][CH2:15][CH2:16][CH2:17][CH2:18][CH2:19][CH2:20][CH2:21][CH2:22][CH2:23][CH2:24]Br.[OH2:26]>CS(C)=O>[N+:1]([C:4]1[CH:9]=[CH:8][C:7]([O:10][CH2:14][CH2:15][CH2:16][CH2:17][CH2:18][CH2:19][CH2:20][CH2:21][CH2:22][CH2:23][CH2:24][O:11][C:7]2[CH:8]=[CH:9][C:4]([N+:1]([O-:2])=[O:26])=[CH:5][CH:6]=2)=[CH:6][CH:5]=1)([O-:3])=[O:2] |f:1.2|. Procedure details: A 4-necked flask, equipped with a mechanical stirring device, a dropping funnel, a reflux condenser and a thermometer, is charged with 8.9 g (65 mmol) of paranitrophenol in 20 ml of dimethylsulphoxide. To this solution there are added 2.56 g (64 mmol) of solid pelletized sodium hydroxide. The resultant mixture is heated to 100° C. on an oil bath, until a homogeneous solution is obtained. To the latter solution there are cautiously added 10 g (32 mmol) of 1,11-dibromoundecane, dissolved in 20 ml ...